From a dataset of the Open Reaction Database (ORD), a public repository of structured organic reaction records. describe an organic reaction: reactants, conditions, products, and yield The reactants are O=C1NC(=O)c2ccccc21, CCCCCOc1ccc2c(c1)C=C(CBr)CO2, [K], CN(C)C=O, O. Yields the product CCCCCOc1ccc2c(c1)C=C(CN)CO2. As a reaction SMILES: [C:1]1(=[O:2])[NH:5][C:3](=[O:4])[c:6]2[cH:7][cH:8][cH:9][cH:10][c:11]21.[CH2:13]([CH2:14][CH2:15][CH2:16][CH3:17])[O:18][c:19]1[cH:20][c:21]2[c:26]([cH:27][cH:28]1)[O:25][CH2:24][C:23]([CH2:29][Br:30])=[CH:22]2.[K:12].[O:31]=[CH:32][N:33]([CH3:34])[CH3:35].[OH2:36]>>[NH2:5][CH2:29][C:23]1=[CH:22][c:21]2[cH:20][c:19]([O:18][CH2:13][CH2:14][CH2:15][CH2:16][CH3:17])[cH:28][cH:27][c:26]2[O:25][CH2:24]1.